From a dataset of the Open Reaction Database (ORD), a public repository of structured organic reaction records. describe an organic reaction: reactants, conditions, products, and yield The reactants are C(CCC)[SnH](CCCC)CCCC (tributyltin hydride), C[Sn](C)(C)Cl (trimethyltin chloride). Yields the product C(CCC)[SnH](CCCC)CCCC (tributyltin hydride), C[SnH](C)C (trimethyltin hydride), C(CCC)[Sn](CCCC)(CCCC)Cl (tributyltin chloride). As a reaction SMILES: [CH2:1]([SnH:5]([CH2:10][CH2:11][CH2:12][CH3:13])[CH2:6][CH2:7][CH2:8][CH3:9])[CH2:2][CH2:3][CH3:4].[CH3:14][Sn:15]([Cl:18])([CH3:17])[CH3:16]>>[CH2:10]([SnH:5]([CH2:1][CH2:2][CH2:3][CH3:4])[CH2:6][CH2:7][CH2:8][CH3:9])[CH2:11][CH2:12][CH3:13].[CH3:14][SnH:15]([CH3:17])[CH3:16].[CH2:10]([Sn:5]([Cl:18])([CH2:1][CH2:2][CH2:3][CH3:4])[CH2:6][CH2:7][CH2:8][CH3:9])[CH2:11][CH2:12][CH3:13]. Procedure: A one liter apparatus similar to that of Example 2 was charged with 162 g tributyltin chloride. During 20 minutes 87.3 ml Reagent T was added while keeping the temperature at 28°-30° C. by using an ice-water bath. The mixture was then heated at 45°-50° C. for 30 minutes and filtered. The filtrate was stripped of toluene under reduced pressure and distilled to give 137.6 g (95% of theoretical yield) tributyltin hydride, boiling 118°-124° C. at 5 to 6 mm. A 15 g portion of the tributyltin hydride ... Product: ClC1=NC=CC2=C1C(=CN2)I (4-chloro-3-iodo-1H-pyrrolo[3,2-c]pyridine). The yield is 100.9%. The reactants are ClC1=NC=CC2=C1C=CN2 (4-Chloro-1H-pyrrolo[3,2-c]pyridine), IN1C(CCC1=O)=O (N-iodosuccinimide), C(Cl)(Cl)Cl (chloroform), O (water). Reaction conditions: temperature 0 celsius, time 1 hour. Solvent: CN(C)C=O (DMF). Procedure: 4-Chloro-1H-pyrrolo[3,2-c]pyridine (247 mg) synthesized by the method disclosed in WO2007/095223 was dissolved in DMF (7.0 ml). After cooling to 0° C., N-iodosuccinimide (382 mg) was added thereto. The resulting mixture was stirred at room temperature for 1 hour, and then chloroform and water were added thereto to separate the organic layer. After the organic layer was dried over anhydrous magnesium sulfate, the solvent was distilled off under reduced pressure. The resulting residue was purified... As a reaction SMILES: [Cl:1][C:2]1[C:7]2[CH:8]=[CH:9][NH:10][C:6]=2[CH:5]=[CH:4][N:3]=1.[I:11]N1C(=O)CCC1=O.C(Cl)(Cl)Cl.O>CN(C=O)C>[Cl:1][C:2]1[C:7]2[C:8]([I:11])=[CH:9][NH:10][C:6]=2[CH:5]=[CH:4][N:3]=1. Starting materials: NCCSCC1=NC=CC=C1OC (2-[2-aminoethylthiomethyl]-3-methoxypyridine), CN=C=S (methyl isothiocyanate). Product: CNC(=S)NCCSCC1=NC=CC=C1OC (N-methyl-N'-[2-((3-methoxy-2-pyridyl)methylthio)ethyl]thiourea). RXN SMILES: [NH2:1][CH2:2][CH2:3][S:4][CH2:5][C:6]1[C:11]([O:12][CH3:13])=[CH:10][CH:9]=[CH:8][N:7]=1.[CH3:14][N:15]=[C:16]=[S:17]>>[CH3:14][NH:15][C:16]([NH:1][CH2:2][CH2:3][S:4][CH2:5][C:6]1[C:11]([O:12][CH3:13])=[CH:10][CH:9]=[CH:8][N:7]=1)=[S:17]. Procedure: By reaction of 2-[2-aminoethylthiomethyl]-3-methoxypyridine with methyl isothiocyanate there may be produced N-methyl-N'-[2-((3-methoxy-2-pyridyl)methylthio)ethyl]thiourea. Product: ClC=1C=NC(=C(C(=O)NC2(CC2)C2=CC=C(C(=O)OC)C=C2)C1)N1CC(CC1)OC=1C=C(C=CC1)C (methyl 4-(1-(5-chloro-2-(3-(m-tolyloxy)pyrrolidin-1-yl)nicotinamido)cyclopropyl)benzoate), residue. The yield is 5.0%. Reported procedure: The title compound (D198) (12 mg) was prepared according to the experimental procedure described in Description 146 starting from 5-chloro-2-(3-(m-tolyloxy)pyrrolidin-1-yl)nicotinic acid (D141) (160 mg, 0.472 mmol) and methyl 4-(1-aminocyclopropyl)benzoate (D7) (107.46 mg, 0.472 mmol). The residue (50 mg) obtained from SPE-Si cartridge purification (50 mg) dissolved in a mixture of chloroform/ethanol (1/1) (1 ml) was separated by chiral HPLC [Phenomenex Lux1 column (250×20 mm, 5 μm particle size... The reactants are ClC=1C=NC(=C(C(=O)O)C1)N1CC(CC1)OC=1C=C(C=CC1)C (5-chloro-2-(3-(m-tolyloxy)pyrrolidin-1-yl)nicotinic acid), Cl.NC1(CC1)C1=CC=C(C(=O)OC)C=C1 (methyl 4-(1-aminocyclopropyl)benzoate hydrochloride). RXN SMILES: [Cl:1][C:2]1[CH:3]=[N:4][C:5]([N:11]2[CH2:15][CH2:14][CH:13]([O:16][C:17]3[CH:18]=[C:19]([CH3:23])[CH:20]=[CH:21][CH:22]=3)[CH2:12]2)=[C:6]([CH:10]=1)[C:7]([OH:9])=O.Cl.[NH2:25][C:26]1([C:29]2[CH:38]=[CH:37][C:32]([C:33]([O:35][CH3:36])=[O:34])=[CH:31][CH:30]=2)[CH2:28][CH2:27]1>>[Cl:1][C:2]1[CH:3]=[N:4][C:5]([N:11]2[CH2:15][CH2:14][CH:13]([O:16][C:17]3[CH:18]=[C:19]([CH3:23])[CH:20]=[CH:21][CH:22]=3)[CH2:12]2)=[C:6]([CH:10]=1)[C:7]([NH:25][C:26]1([C:29]2[CH:38]=[CH:37][C:32]([C:33]([O:35][CH3:36])=[O:34])=[CH:31][CH:30]=2)[CH2:28][CH2:27]1)=[O:9] |f:1.2|.